Dataset: the Open Reaction Database (ORD), a public repository of structured organic reaction records. Task: describe an organic reaction: reactants, conditions, products, and yield The product is FC1=C(C=CC=C1)C#CC1=C2C3=C(C(NC2=NC=C1)=O)C=CC=C3 (1-[(2-fluorophenyl)ethynyl]benzo[c]-1,8-naphthyridin-6(5H)-one). Yield: 74.7%. Starting materials: ClC1=C2C3=C(C(NC2=NC=C1)=O)C=CC=C3 (1-Chloro-5H-benzo[c][1,8]naphthyridin-6-one), C(#C)C1=C(C=CC=C1)F (1-ethynyl-2-fluorobenzene). As a reaction SMILES: Cl[C:2]1[CH:11]=[CH:10][N:9]=[C:8]2[C:3]=1[C:4]1[CH:16]=[CH:15][CH:14]=[CH:13][C:5]=1[C:6](=[O:12])[NH:7]2.[C:17]([C:19]1[CH:24]=[CH:23][CH:22]=[CH:21][C:20]=1[F:25])#[CH:18]>>[F:25][C:20]1[CH:21]=[CH:22][CH:23]=[CH:24][C:19]=1[C:17]#[C:18][C:2]1[CH:11]=[CH:10][N:9]=[C:8]2[C:3]=1[C:4]1[CH:16]=[CH:15][CH:14]=[CH:13][C:5]=1[C:6](=[O:12])[NH:7]2. Reported procedure: The title compound was synthesized according to the procedure described for the preparation of Example 160 using 83 (100 mg, 0.43 mmol) and 1-ethynyl-2-fluorobenzene (0.07 mL, 0.65 mmol) to provide 259 (101 mg, 75% yield) as a tan solid. LC-MS (M+H=315 obsd.=315). The reactants are NCCSCC1=NOC=C1 (3-[(2-aminoethyl)thiomethyl]isoxazole), C(#N)C(=C(NC)SC)C#N (1,1-dicyano-2-methylthio-2-methylaminoethylene). Yields the product C(#N)C(=C(NCCSCC1=NOC=C1)NC)C#N (1,1-Dicyano-2-methylamino-2-[2-(3-isoxazolylmethylthio)ethylamino]ethylene). Reaction SMILES: [NH2:1][CH2:2][CH2:3][S:4][CH2:5][C:6]1[CH:10]=[CH:9][O:8][N:7]=1.[C:11]([C:13]([C:19]#[N:20])=[C:14](SC)[NH:15][CH3:16])#[N:12]>>[C:11]([C:13]([C:19]#[N:20])=[C:14]([NH:15][CH3:16])[NH:1][CH2:2][CH2:3][S:4][CH2:5][C:6]1[CH:10]=[CH:9][O:8][N:7]=1)#[N:12]. Procedure details: By the procedure of Example 1(ii), reacting 3-[(2-aminoethyl)thiomethyl]isoxazole with 1,1-dicyano-2-methylthio-2-methylaminoethylene gives the title compound. Reaction SMILES: [CH:1]([NH:4][C:5]1[C:6]([N:11]2[CH2:16][CH2:15][N:14]([C:17]([C:19]3[CH:27]=[CH:26][C:22]([C:23]([OH:25])=O)=[CH:21][CH:20]=3)=[O:18])[CH2:13][CH2:12]2)=[N:7][CH:8]=[CH:9][CH:10]=1)([CH3:3])[CH3:2].[OH:28][CH2:29][CH2:30][N:31]1[CH2:36][CH2:35][NH:34][CH2:33][CH2:32]1>>[OH:28][CH2:29][CH2:30][N:31]1[CH2:36][CH2:35][N:34]([C:23](=[O:25])[C:22]2[CH:21]=[CH:20][C:19]([C:17]([N:14]3[CH2:15][CH2:16][N:11]([C:6]4[C:5]([NH:4][CH:1]([CH3:2])[CH3:3])=[CH:10][CH:9]=[CH:8][N:7]=4)[CH2:12][CH2:13]3)=[O:18])=[CH:27][CH:26]=2)[CH2:33][CH2:32]1. Isolated yield 82.0%. Product: OCCN1CCN(CC1)C(C1=CC=C(C=C1)C(=O)N1CCN(CC1)C1=NC=CC=C1NC(C)C)=O (4-(2-Hydroxyethyl)-1-[4-[1-[3-(isopropylamino)-2-pyridyl]piperazin-4-yl-carbonyl]benzoyl]piperazine). Reported procedure: By the same procedure as described in the example 19, synthesis was carried out starting with 4-[1-[3-(isopropylamino)-2-pyridyl]piperazin-4-yl-carbonyl]benzoic acid and using 1-(2-hydroxyethyl)piperazine. Then, the product was recrystallized using isopropanol and ether to give the desired compound. The reactants are C(C)(C)NC=1C(=NC=CC1)N1CCN(CC1)C(=O)C1=CC=C(C(=O)O)C=C1 (4-[1-[3-(isopropylamino)-2-pyridyl]piperazin-4-yl-carbonyl]benzoic acid), OCCN1CCNCC1 (1-(2-hydroxyethyl)piperazine).